From a dataset of the Open Reaction Database (ORD), a public repository of structured organic reaction records. describe an organic reaction: reactants, conditions, products, and yield Reactants: CCO, CC(C)N1C2COCC1CC(=O)C2, Cl, NO, c1ccncc1. Product: CC(C)N1C2COCC1CC(=NO)C2. RXN SMILES: [CH3:23][CH2:24][OH:25].[CH:1]([CH3:2])([CH3:3])[N:4]1[CH:5]2[CH2:6][O:7][CH2:8][CH:9]1[CH2:10][C:11](=[O:13])[CH2:12]2.[ClH:20].[NH2:21][OH:22].[cH:14]1[cH:15][cH:16][n:17][cH:18][cH:19]1>>[CH:1]([CH3:2])([CH3:3])[N:4]1[CH:5]2[CH2:6][O:7][CH2:8][CH:9]1[CH2:10][C:11](=[N:21][OH:22])[CH2:12]2. Starting materials: CC(=O)C (acetone), ClC1=C(OCC2CCNCC2)C=C(C=C1)[N+](=O)[O-] (4-(2-Chloro-5-nitro-phenoxymethyl)-piperidine), [BH3-]C#N.[Na+] (NaBH3CN). Solvent: CC#N (CH3CN). Reaction conditions: time 14 hour. The product is ClC1=C(OCC2CCN(CC2)C(C)C)C=C(C=C1)[N+](=O)[O-] (4-(2-Chloro-5-nitro-phenoxymethyl)-1-isopropyl-piperidine). As a reaction SMILES: [Cl:1][C:2]1[CH:15]=[CH:14][C:13]([N+:16]([O-:18])=[O:17])=[CH:12][C:3]=1[O:4][CH2:5][CH:6]1[CH2:11][CH2:10][NH:9][CH2:8][CH2:7]1.[CH3:19][C:20]([CH3:22])=O.[BH3-]C#N.[Na+]>CC#N>[Cl:1][C:2]1[CH:15]=[CH:14][C:13]([N+:16]([O-:18])=[O:17])=[CH:12][C:3]=1[O:4][CH2:5][CH:6]1[CH2:7][CH2:8][N:9]([CH:20]([CH3:22])[CH3:19])[CH2:10][CH2:11]1 |f:2.3|. Reported procedure: 4-(2-Chloro-5-nitro-phenoxymethyl)-piperidine (7 g, 25.9 mmol) was dissolved in CH3CN (50 mL) and acetone (9.48 ml, 129 mmol) was added. NaBH3CN (2.6 g, 41.4 mmol) was added. After 14 h, the mixture was concentrated in vacuo and the residue was dissolved in EtOAc, washed with brine. The EtOAc portion was dried with Na2SO4, and evaporated. The title compound was purified by column chromatography using 0-75% of a 90:10:1 (CH2Cl2:MeOH: NH4OH) solution as the eluent to yield a yellow solid. MS(MH+)=... Starting materials: C(O)([O-])=O.[Na+] (sodium hydrogen carbonate), N1=CC=CC=2CCC3=C(OC21)C=CC(=C3)CC(=O)O ((5,6-dihydro benzo[b]pyrido[3,2-f]-oxepin-8-yl)-acetic acid), C1(CCCCC1)N=C=NC1CCCCC1 (dicyclohexylcarbodimide), saturated liquid, N.ClCCl (ammonia dichloromethane). Yield: 37.6%. Reported procedure: A mixture of 40 mg of (5,6-dihydro benzo[b]pyrido[3,2-f]-oxepin-8-yl)-acetic acid, 60 mg of dicyclohexylcarbodimide and 2 ml of dry dichloromethane was stirred under ice cooling. To the resulting mixture was added 8 ml of a saturated liquid ammonia-dichloromethane solution, and the mixture was stirred for 3 hours. After the completion of the reaction, this was basified with a saturated sodium hydrogen carbonate solution and extracted with ethyl acetate. The extract was washed with water and then... Solvent: ClCCl (dichloromethane). RXN SMILES: [N:1]1[C:11]2[O:10][C:9]3[CH:12]=[CH:13][C:14]([CH2:16][C:17]([OH:19])=O)=[CH:15][C:8]=3[CH2:7][CH2:6][C:5]=2[CH:4]=[CH:3][CH:2]=1.C1([N:26]=C=NC2CCCCC2)CCCCC1.N.ClCCl.C(=O)([O-])O.[Na+]>ClCCl>[N:1]1[C:11]2[O:10][C:9]3[CH:12]=[CH:13][C:14]([CH2:16][C:17]([NH2:26])=[O:19])=[CH:15][C:8]=3[CH2:7][CH2:6][C:5]=2[CH:4]=[CH:3][CH:2]=1 |f:2.3,4.5|. Product: N1=CC=CC=2CCC3=C(OC21)C=CC(=C3)CC(=O)N ((5,6-dihydro benzo[b]pyrido[3,2-f]oxepin-8-yl)-acetamide). The reactants are [OH-].[Na+] (NaOH), O (water), Cl (HCl), C(C1=CC=CC=C1)(C1=CC=CC=C1)(C1=CC=CC=C1)NO (trityl hydroxylamine). Solvent: O1CCOCC1 (dioxane). Reaction conditions: temperature 50 celsius. Yields the product C(C1=CC=CC=C1)(C1=CC=CC=C1)(C1=CC=CC=C1)OC(C1=CC=CC=C1)(C1=CC=CC=C1)C1=CC=CC=C1 (trityl-ether). As a reaction SMILES: [OH2:1].Cl.[C:3](NO)([C:16]1[CH:21]=[CH:20][CH:19]=[CH:18][CH:17]=1)([C:10]1[CH:15]=[CH:14][CH:13]=[CH:12][CH:11]=1)[C:4]1[CH:9]=[CH:8][CH:7]=[CH:6][CH:5]=1.[OH-].[Na+]>O1CCOCC1>[C:3]([O:1][C:3]([C:4]1[CH:9]=[CH:8][CH:7]=[CH:6][CH:5]=1)([C:16]1[CH:17]=[CH:18][CH:19]=[CH:20][CH:21]=1)[C:10]1[CH:11]=[CH:12][CH:13]=[CH:14][CH:15]=1)([C:16]1[CH:21]=[CH:20][CH:19]=[CH:18][CH:17]=1)([C:10]1[CH:15]=[CH:14][CH:13]=[CH:12][CH:11]=1)[C:4]1[CH:9]=[CH:8][CH:7]=[CH:6][CH:5]=1 |f:3.4|. Procedure details: First, to a flask charged with THI (21.20 mmol, 4.88 g) is added water (25 ml) and 1N aqueous HCl (21.2 ml, 21.2 mmol). After all solids dissolved, a solution of trityl hydroxylamine (25.44 mmol, 7.00 g) in dioxane (55 ml) was added and the reaction was maintained at 50° C. for 4 h. At completion, the reaction was cooled room temperature and the solution was adjusted to pH=7 by addition of 1N aqueous NaOH. The neutralized solution was then concentrated to a plastic mass, which was purified by fl... The reactants are 21, N1(C=NC=C1)C(C)C1=CC(=C(C=C1)NC)[N+](=O)[O-] (4-[1-(1H-imidazol-1-yl)ethyl]-N-methyl-2-nitrobenzenamine), C(C)O (ethanol), [H][H] (hydrogen). Reagents/catalysts: [Ni] (Raney-nickel). Product: 18.5, N1(C=NC=C1)C(C)C=1C=C(C(=CC1)N)NC (4-[1-(1H-imidazol-1-yl)ethyl]-N2 -methyl-1,2-benzenediamine). The yield is 100.0%. Reaction SMILES: [N:1]1([CH:6]([C:8]2[CH:13]=[CH:12][C:11]([NH:14]C)=[C:10]([N+:16]([O-])=O)[CH:9]=2)[CH3:7])[CH:5]=[CH:4][N:3]=[CH:2]1.[H][H].[CH2:21](O)C>[Ni]>[N:1]1([CH:6]([C:8]2[CH:9]=[C:10]([NH:16][CH3:21])[C:11]([NH2:14])=[CH:12][CH:13]=2)[CH3:7])[CH:5]=[CH:4][N:3]=[CH:2]1. Procedure details: (b-1) A mixture of 21 parts of 4-[1-(1H-imidazol-1-yl)ethyl]-N-methyl-2-nitrobenzenamine and 160 parts of ethanol was hydrogenated at room temperature in a Parr apparatus at 0.5 105Pa with 20 parts of Raney-nickel catalyst. After the calculated amount of hydrogen was taken up, nitrogen was bubbled through the mixture and the catalyst was filtered off over diatomaceous earth. The filtrate was evaporated at <40° C., yielding 18.5 parts (100%) of 4-[1-(1H-imidazol-1-yl)ethyl]-N2 -methyl-1,2-benzene... The reactants are Br, CC(C)Cc1c2c(nn1Cc1ccccc1)c(N)nc1ccccc12. Yields the product CC(C)Cc1[nH]nc2c(N)nc3ccccc3c12. As a reaction SMILES: [BrH:26].[CH2:1]([c:2]1[cH:3][cH:4][cH:5][cH:6][cH:7]1)[n:8]1[n:9][c:10]2[c:11]([NH2:25])[n:12][c:13]3[cH:14][cH:15][cH:16][cH:17][c:18]3[c:19]2[c:20]1[CH2:21][CH:22]([CH3:23])[CH3:24]>>[nH:8]1[n:9][c:10]2[c:11]([NH2:25])[n:12][c:13]3[cH:14][cH:15][cH:16][cH:17][c:18]3[c:19]2[c:20]1[CH2:21][CH:22]([CH3:23])[CH3:24]. Starting materials: COc1cc(OCCN(C)C)ccc1[N+](=O)[O-], CCOC(C)=O, [H][H]. The product is COc1cc(OCCN(C)C)ccc1N. Reaction SMILES: [CH3:1][O:2][c:3]1[cH:4][c:5]([O:6][CH2:7][CH2:8][N:9]([CH3:10])[CH3:11])[cH:12][cH:13][c:14]1[N+:15]([O-:16])=[O:17].[CH3:20][CH2:21][O:22][C:23](=[O:24])[CH3:25].[H:18][H:19]>>[CH3:1][O:2][c:3]1[cH:4][c:5]([O:6][CH2:7][CH2:8][N:9]([CH3:10])[CH3:11])[cH:12][cH:13][c:14]1[NH2:15]. Reactants: P([O-])([O-])=O (phosphonate), FC1=C(CP(OCC)(OCC)=O)C=CC=C1 (diethyl 2-fluorobenzylphosphonate), COC=1C=C(CP(OCC)(OCC)=O)C=C(C1OC)OC (diethyl 3,4,5-trimethoxybenzylphos-phonate), S1C=C(C=C1)CP(OCC)(OCC)=O (diethyl 3-thienylmethylphosphonate), O1C(=CC=C1)CP(OCC)(OCC)=O (diethyl 2-furanylmethylphosphonate). Product: S1C(=CC=C1)CP(OCC)(OCC)=O (diethyl 2-thienylmethylphosphonate). RXN SMILES: P(=O)([O-])[O-].[S:5]1[CH:9]=[CH:8][C:7](CP(=O)(OCC)OCC)=[CH:6]1.O1C=CC=C1[CH2:24][P:25](=[O:32])([O:29][CH2:30][CH3:31])[O:26][CH2:27][CH3:28].FC1C=CC=CC=1CP(=O)(OCC)OCC.COC1C=C(C=C(OC)C=1OC)CP(=O)(OCC)OCC>>[S:5]1[CH:6]=[CH:7][CH:8]=[C:9]1[CH2:24][P:25](=[O:32])([O:29][CH2:30][CH3:31])[O:26][CH2:27][CH3:28]. Procedure: The following phosphonate reagents were also prepared by the above-described method: diethyl 3-thienylmethylphosphonate, diethyl 2-furanylmethylphosphonate, diethyl 2-fluorobenzylphosphonate, and diethyl 3,4,5-trimethoxybenzylphos-phonate.